Dataset: the Open Reaction Database (ORD), a public repository of structured organic reaction records. Task: describe an organic reaction: reactants, conditions, products, and yield The yield is 54.3%. The reagents and catalysts are C(=O)[O-].[NH4+] (ammonium formiate), [OH-].[OH-].[Pd+2] (Pd(OH)2/C). Reported procedure: 2-[5-Methyl-3-(trifluoromethyl)-1H-pyrazol-1-yl]-1-{4-[4-(naphthalen-1-ylethynyl)-1,3-thiazol-2-yl]piperidin-1-yl}ethanone (I-50, 157 mg) is dissolved in methanol (1.5 ml) and, at 60° C., reacted with ammonium formiate (195 mg) and 20% Pd(OH)2/C (4 mg) as catalyst. The catalyst is filtered off and the solvent is removed under reduced pressure, giving 2-[5-methyl-3-(trifluoromethyl)-1H-pyrazol-1-yl]-1-(4-{4-[2-(naphthalen-1-yl)ethyl]-1,3-thiazol-2-yl}piperidin-1-yl)ethanone (86 mg) as a colourles... As a reaction SMILES: [CH3:1][C:2]1[N:6]([CH2:7][C:8]([N:10]2[CH2:15][CH2:14][CH:13]([C:16]3[S:17][CH:18]=[C:19]([C:21]#[C:22][C:23]4[C:32]5[C:27](=[CH:28][CH:29]=[CH:30][CH:31]=5)[CH:26]=[CH:25][CH:24]=4)[N:20]=3)[CH2:12][CH2:11]2)=[O:9])[N:5]=[C:4]([C:33]([F:36])([F:35])[F:34])[CH:3]=1>CO.C([O-])=O.[NH4+].[OH-].[OH-].[Pd+2]>[CH3:1][C:2]1[N:6]([CH2:7][C:8]([N:10]2[CH2:11][CH2:12][CH:13]([C:16]3[S:17][CH:18]=[C:19]([CH2:21][CH2:22][C:23]4[C:32]5[C:27](=[CH:28][CH:29]=[CH:30][CH:31]=5)[CH:26]=[CH:25][CH:24]=4)[N:20]=3)[CH2:14][CH2:15]2)=[O:9])[N:5]=[C:4]([C:33]([F:36])([F:34])[F:35])[CH:3]=1 |f:2.3,4.5.6|. The product is CC1=CC(=NN1CC(=O)N1CCC(CC1)C=1SC=C(N1)CCC1=CC=CC2=CC=CC=C12)C(F)(F)F (2-[5-methyl-3-(trifluoromethyl)-1H-pyrazol-1-yl]-1-(4-{4-[2-(naphthalen-1-yl)ethyl]-1,3-thiazol-2-yl}piperidin-1-yl)ethanone). The reactants are CC1=CC(=NN1CC(=O)N1CCC(CC1)C=1SC=C(N1)C#CC1=CC=CC2=CC=CC=C12)C(F)(F)F (2-[5-Methyl-3-(trifluoromethyl)-1H-pyrazol-1-yl]-1-{4-[4-(naphthalen-1-ylethynyl)-1,3-thiazol-2-yl]piperidin-1-yl}ethanone). The solvent is CO (methanol). Reactants: C1CCOC1.O (THF H2O), ClCC=1N=C(SC1)N(C)C (4-(chloromethyl)-2-(dimethylamino)thiazole), C1CCOC1.O (THF H2O). The reagents and catalysts are F[B-](F)(F)F.[Ag+] (silver tetrafluoroborate). Conditions: time 1 hour. Yields the product CN(C)C=1SC=C(N1)CO (2-(N,N-Dimethylamino)-4-(hydroxymethyl)thiazole). RXN SMILES: Cl[CH2:2][C:3]1[N:4]=[C:5]([N:8]([CH3:10])[CH3:9])[S:6][CH:7]=1.C1C[O:14]CC1.O>F[B-](F)(F)F.[Ag+]>[CH3:9][N:8]([C:5]1[S:6][CH:7]=[C:3]([CH2:2][OH:14])[N:4]=1)[CH3:10] |f:1.2,3.4|. Procedure details: A solution of 5.186 g (29 mmol) of 4-(chloromethyl)-2-(dimethylamino)thiazole in 100 ml of 1:1 THF/H2O was cooled to 0° C. and treated dropwise with a solution of 5.73 g (29 mmol) of silver tetrafluoroborate in 50 ml of 1:1 THF/H2O. After being stirred for 1 h, the mixture was filtered, the solid mass was washed with ethyl acetate, and the combined filtrates were concentrated in vacuo. The black residue was purified by silica gel chromatography to provide 0.80 g (17%) of the desired compound (Rf...